Dataset: the Open Reaction Database (ORD), a public repository of structured organic reaction records. Task: describe an organic reaction: reactants, conditions, products, and yield The reactants are C1(=CC=CC=C1)C=1N=C(OC1C1=CC=CC=C1)CNC1CCC2=C(C=CC=C12)OC (1-(4,5-diphenyloxazol-2-yl)methylamino-2,3-dihydro-4-methoxy-1H-indene), N1=CC=CC=C1 (pyridine), C(C)(=O)Cl (acetyl chloride). The solvent is ClCCl (dichloromethane). Reaction conditions: time 1.5 hour. Product: C(C)(=O)N(CC=1OC(=C(N1)C1=CC=CC=C1)C1=CC=CC=C1)C1CCC2=C(C=CC=C12)OC (1-[N-acetyl-N-[(4,5-diphenyloxazol-2-yl)methyl]amino]-2,3-dihydro-4-methoxy-1H-indene). Reaction SMILES: [C:1]1([C:7]2[N:8]=[C:9]([CH2:18][NH:19][CH:20]3[C:28]4[C:23](=[C:24]([O:29][CH3:30])[CH:25]=[CH:26][CH:27]=4)[CH2:22][CH2:21]3)[O:10][C:11]=2[C:12]2[CH:17]=[CH:16][CH:15]=[CH:14][CH:13]=2)[CH:6]=[CH:5][CH:4]=[CH:3][CH:2]=1.N1C=CC=CC=1.[C:37](Cl)(=[O:39])[CH3:38]>ClCCl>[C:37]([N:19]([CH:20]1[C:28]2[C:23](=[C:24]([O:29][CH3:30])[CH:25]=[CH:26][CH:27]=2)[CH2:22][CH2:21]1)[CH2:18][C:9]1[O:10][C:11]([C:12]2[CH:17]=[CH:16][CH:15]=[CH:14][CH:13]=2)=[C:7]([C:1]2[CH:6]=[CH:5][CH:4]=[CH:3][CH:2]=2)[N:8]=1)(=[O:39])[CH3:38]. Procedure: To a solution of 1-(4,5-diphenyloxazol-2-yl)methylamino-2,3-dihydro-4-methoxy-1H-indene (0.22 g) and pyridine (0.2 ml) in dichloromethane (5 ml) was added acetyl chloride (0.15 ml) at 0° C. The mixture was stirred for 1.5 hours at the same temperature and partitioned between ethyl acetate and 1N hydrochloric acid. The organic layer was washed with water, sat. NaHCO3, and brine. The dried solvent was evaporated in vacuo and the residue was purified by chromatography on silica gel to give 1-[N-ace... Reactants: N1=C(OC2=C1[C@@H]1CCCN[C@H]1CC2)N ((±) trans-4,5,5a,6,7,8,9,9a-octahydrooxazolo[4,5-f]quinolin-2-amine), C([O-])([O-])=O.[K+].[K+] (potassium carbonate), ICCC (1-iodopropane). The solvent is C(C)#N (acetonitrile). The product is C(CC)N1CCC[C@H]2C3=C(CC[C@H]12)OC(=N3)N ((±) trans-4,5,5a,6,7,8,9,9a-octahydro-6-propyloxazolo[4,5-f]quinolin-2-amine). As a reaction SMILES: [N:1]1[C:5]2[C@H:6]3[C@H:11]([CH2:12][CH2:13][C:4]=2[O:3][C:2]=1[NH2:14])[NH:10][CH2:9][CH2:8][CH2:7]3.C(=O)([O-])[O-].[K+].[K+].I[CH2:22][CH2:23][CH3:24]>C(#N)C>[CH2:22]([N:10]1[C@@H:11]2[C@H:6]([C:5]3[N:1]=[C:2]([NH2:14])[O:3][C:4]=3[CH2:13][CH2:12]2)[CH2:7][CH2:8][CH2:9]1)[CH2:23][CH3:24] |f:1.2.3|. Reported procedure: A mixture of (±) trans-4,5,5a,6,7,8,9,9a-octahydrooxazolo[4,5-f]quinolin-2-amine, 1.46 g (5.0 mmol), 3.6 g (26 mmol) of finely ground potassium carbonate and 2.5 ml (25.6 mmol) of 1-iodopropane in 250 ml of acetonitrile is refluxed, under nitrogen, for 24 hours. The mixture is cooled, filtered through a pad of Celite, concentrated and partitioned between brine and chloroform. The organic extract is dried and concentrated. Chromatography of the mixture on silica gel gives (±) trans-4,5,5a,6,7,8,9... Starting materials: CC(=O)OCC(=O)C1C(C)CC2C3CCC4=CC(=O)C=CC4(C)C3=CCC21C, CC[SiH](CC)CC, ClCCl. Yields the product CC(=O)OCC(=O)C1C(C)CC2C3CCC4=CC(=O)CCC4(C)C3=CCC21C. RXN SMILES: [C:1]([CH3:2])(=[O:3])[O:4][CH2:5][C:6]([CH:7]1[CH:8]([CH3:27])[CH2:9][CH:10]2[CH:11]3[CH2:12][CH2:13][C:14]4=[CH:15][C:16](=[O:26])[CH:17]=[CH:18][C:19]4([CH3:25])[C:20]3=[CH:21][CH2:22][C:23]12[CH3:24])=[O:28].[CH2:29]([SiH:30]([CH2:31][CH3:32])[CH2:33][CH3:34])[CH3:35].[CH2:36]([Cl:37])[Cl:38]>>[C:1]([CH3:2])(=[O:3])[O:4][CH2:5][C:6]([CH:7]1[CH:8]([CH3:27])[CH2:9][CH:10]2[CH:11]3[CH2:12][CH2:13][C:14]4=[CH:15][C:16](=[O:26])[CH2:17][CH2:18][C:19]4([CH3:25])[C:20]3=[CH:21][CH2:22][C:23]12[CH3:24])=[O:28]. As a reaction SMILES: [O:1]=[C:2]1[N:3]([S:18]([OH:19])(=[O:20])=[O:21])[CH:4]([CH3:17])[CH:5]1[NH:6][C:7](=[O:8])[O:9][CH2:10][c:11]1[cH:12][cH:13][cH:14][cH:15][cH:16]1.[OH:22][c:23]1[cH:24][cH:25][cH:26][c:27]2[c:28]1[cH:29][cH:30][cH:31][nH+:32]2>>[O:1]=[C:2]1[NH:3][CH:4]([CH3:17])[CH:5]1[NH:6][C:7](=[O:8])[O:9][CH2:10][c:11]1[cH:12][cH:13][cH:14][cH:15][cH:16]1. Reactants: CC1C(NC(=O)OCc2ccccc2)C(=O)N1S(=O)(=O)O, Oc1cccc2[nH+]cccc12. Product: CC1NC(=O)C1NC(=O)OCc1ccccc1. The reactants are CN(C(=N)N(C)C)C (1,1,3,3-tetramethylguanidine), CO (Methanol), BrCC1=CC=C(C(=O)OC)C=C1 (methyl 4-(bromomethyl)benzoate), CC(C#N)(O)C (acetone cyanohydrin). Solvent: C(C)#N (acetonitrile), C(C)OCC (diethyl ether). Conditions: time 16 hour. Yields the product N=C(CC1=CC=C(C(=O)OC)C=C1)OC (Methyl 4-(2-imino-2-methoxyethyl)benzoate). Reaction SMILES: Br[CH2:2][C:3]1[CH:12]=[CH:11][C:6]([C:7]([O:9][CH3:10])=[O:8])=[CH:5][CH:4]=1.C[C:14](C)([OH:17])C#N.[CH3:19][N:20](C)C(N(C)C)=N.CO>C(#N)C.C(OCC)C>[NH:20]=[C:19]([O:17][CH3:14])[CH2:2][C:3]1[CH:12]=[CH:11][C:6]([C:7]([O:9][CH3:10])=[O:8])=[CH:5][CH:4]=1. Reported procedure: To a solution of methyl 4-(bromomethyl)benzoate (5.00 g, 21.8 mmol) and acetone cyanohydrin (3 ml, 32.7 mmol) stirring at room temperature in acetonitrile (200 ml) was added 1,1,3,3-tetramethylguanidine (5.8 ml, 45.8 mmol) and the mixture stirred for 16 hours. The solvent was removed under reduced pressure. The residue was triturated with diethyl ether (×3), filtered and the filtrate evaporated under reduced pressure. The residue was purified by filtering through a pad of silica, eluting with di... Starting materials: COC1=NC=C(C=C1N)B1OC(C(O1)(C)C)(C)C (2-(methyloxy)-5-(4,4,5,5-tetramethyl-1,3,2-dioxaborolan-2-yl)-3-pyridinamine), FC1=C(C=CC(=C1)F)S(=O)(=O)Cl (2,4-difluorobenzenesulfonyl chloride), Cl (HCl), solution, C(Cl)Cl (DCM), Cl (HCl). Run in N1=CC=CC=C1 (pyridine), N1=CC=CC=C1 (pyridine). Run at time 2 hour. Yields the product FC1=C(C=CC(=C1)F)S(=O)(=O)NC=1C(=NC=C(C1)B1OC(C(O1)(C)C)(C)C)OC (2,4-Difluoro-N-[2-(methyloxy)-5-(4,4,5,5-tetramethyl-1,3,2-dioxaborolan-2-yl)-3-pyridinyl]benzenesulfonamide). The yield is 84.1%. Reaction SMILES: [CH3:1][O:2][C:3]1[C:8]([NH2:9])=[CH:7][C:6]([B:10]2[O:14][C:13]([CH3:16])([CH3:15])[C:12]([CH3:18])([CH3:17])[O:11]2)=[CH:5][N:4]=1.[F:19][C:20]1[CH:25]=[C:24]([F:26])[CH:23]=[CH:22][C:21]=1[S:27](Cl)(=[O:29])=[O:28].Cl.C(Cl)Cl>N1C=CC=CC=1>[F:19][C:20]1[CH:25]=[C:24]([F:26])[CH:23]=[CH:22][C:21]=1[S:27]([NH:9][C:8]1[C:3]([O:2][CH3:1])=[N:4][CH:5]=[C:6]([B:10]2[O:14][C:13]([CH3:16])([CH3:15])[C:12]([CH3:18])([CH3:17])[O:11]2)[CH:7]=1)(=[O:29])=[O:28]. Procedure details: To a stirred solution of 2-(methyloxy)-5-(4,4,5,5-tetramethyl-1,3,2-dioxaborolan-2-yl)-3-pyridinamine (3 g, 12.00 mmol) in pyridine (12 ml), 2,4-difluorobenzenesulfonyl chloride (1.774 ml, 13.19 mmol) was added and the reaction mixture stirred at room temperature for 2 hours. 2 N HCl (aq) solution (20 ml) and DCM (20 ml) were added and the layers separated. The aqueous layer was washed with additional DCM (2×15 ml). Then the organic layers were combined, dried (hydrophobic frit) and evaporated i...